describe an organic reaction: reactants, conditions, products, and yield From a dataset of the Open Reaction Database (ORD), a public repository of structured organic reaction records. Reactants: Cc1ccccc1, CC(C(=O)O)c1ccc(CC2CSCC2O)cc1, Cc1ccc(S(=O)(=O)O)cc1. Reaction SMILES: [CH3:30][c:31]1[cH:32][cH:33][cH:34][cH:35][cH:36]1.[OH:1][CH:2]1[CH:3]([CH2:7][c:8]2[cH:9][cH:10][c:11]([CH:14]([C:15](=[O:16])[OH:17])[CH3:18])[cH:12][cH:13]2)[CH2:4][S:5][CH2:6]1.[c:19]1([CH3:29])[cH:20][cH:21][c:22]([S:25](=[O:26])(=[O:27])[OH:28])[cH:23][cH:24]1>>[O:1]([CH:2]1[CH:3]([CH2:7][c:8]2[cH:9][cH:10][c:11]([CH:14]([C:15](=[O:16])[OH:17])[CH3:18])[cH:12][cH:13]2)[CH2:4][S:5][CH2:6]1)[S:25]([c:22]1[cH:21][cH:20][c:19]([CH3:29])[cH:24][cH:23]1)(=[O:26])=[O:27]. Yields the product Cc1ccc(S(=O)(=O)OC2CSCC2Cc2ccc(C(C)C(=O)O)cc2)cc1. Starting materials: Cc1cc(C)c(CNC(=O)c2cc(C(=O)O)nc3c2cnn3C(C)C)c(=O)[nH]1, CN, CO, CS(C)=O, ClCCl, O. Yields the product CNC(=O)c1cc(C(=O)NCc2c(C)cc(C)[nH]c2=O)c2cnn(C(C)C)c2n1. RXN SMILES: [CH3:1][c:2]1[c:3]([CH2:10][NH:11][C:12](=[O:13])[c:14]2[c:15]3[c:16]([n:17][c:18]([C:20](=[O:21])[OH:22])[cH:19]2)[n:23]([CH:26]([CH3:27])[CH3:28])[n:24][cH:25]3)[c:4](=[O:9])[nH:5][c:6]([CH3:8])[cH:7]1.[CH3:29][NH2:30].[CH3:32][OH:33].[CH3:37][S:38]([CH3:39])=[O:40].[Cl:34][CH2:35][Cl:36].[OH2:31]>>[CH3:1][c:2]1[c:3]([CH2:10][NH:11][C:12](=[O:13])[c:14]2[c:15]3[c:16]([n:17][c:18]([C:20](=[O:21])[NH:30][CH3:29])[cH:19]2)[n:23]([CH:26]([CH3:27])[CH3:28])[n:24][cH:25]3)[c:4](=[O:9])[nH:5][c:6]([CH3:8])[cH:7]1. Starting materials: FC=1C=C(C=CC1N)O (3-fluoro-4-amino-phenol), ClC1=C(C=C(C=C1)N=C=O)C(F)(F)F (1-chloro-4-isocyanato-2-(trifluoromethyl)benzene), O (water). Solvent: ClCCl (dichloromethane). Reaction conditions: time 16 hour. Product: ClC1=C(C=C(C=C1)NC(=O)NC1=C(C=C(C=C1)O)F)C(F)(F)F (1-(4-chloro-3-trifluoromethyl-phenyl)-3-(2-fluoro-4-hydroxyl-phenyl)-urea). Isolated yield 87.6%. Reaction SMILES: [F:1][C:2]1[CH:3]=[C:4]([OH:9])[CH:5]=[CH:6][C:7]=1[NH2:8].[Cl:10][C:11]1[CH:16]=[CH:15][C:14]([N:17]=[C:18]=[O:19])=[CH:13][C:12]=1[C:20]([F:23])([F:22])[F:21].O>ClCCl>[Cl:10][C:11]1[CH:16]=[CH:15][C:14]([NH:17][C:18]([NH:8][C:7]2[CH:6]=[CH:5][C:4]([OH:9])=[CH:3][C:2]=2[F:1])=[O:19])=[CH:13][C:12]=1[C:20]([F:21])([F:22])[F:23]. Reported procedure: At room temperature, 3-fluoro-4-amino-phenol (500 mg, 3.93 mmol, 1 eq) was dissolved in N,N-dimethylformide (3 mL). A solution of 1-chloro-4-isocyanato-2-(trifluoromethyl)benzene (917 mg, 4.13 mmol, 1.05 eq) in dichloromethane (3 mL) was added dropwise. The resulted mixture was stirred at room temperature for 16 h. The mixture was added with water (10 mL) and extracted with ethyl acetate (20 mL). The organic phase was washed with saturated brine (10 mL×3), and dried over anhydrous sodium sulfate... The reactants are CC(C)(C)c1nc2cc(S(=O)(=O)N3CC(N(C(=O)[O-])C(C)(C)C)C3)ccc2n1CC1CCC(F)(F)CC1, ClCCl, O=C(O)C(F)(F)F. The product is CC(C)(C)c1nc2cc(S(=O)(=O)N3CC(N)C3)ccc2n1CC1CCC(F)(F)CC1. Reaction SMILES: [C:1]([N:5]([C:2](=[O:3])[O-:4])[CH:9]1[CH2:10][N:11]([S:13](=[O:14])(=[O:15])[c:16]2[cH:17][c:18]3[c:19]([n:20]([CH2:27][CH:28]4[CH2:29][CH2:30][C:31]([F:34])([F:35])[CH2:32][CH2:33]4)[c:21]([C:23]([CH3:24])([CH3:25])[CH3:26])[n:22]3)[cH:36][cH:37]2)[CH2:12]1)([CH3:6])([CH3:7])[CH3:8].[Cl:45][CH2:46][Cl:47].[F:38][C:39]([F:40])([F:41])[C:42]([OH:43])=[O:44]>>[NH2:5][CH:9]1[CH2:10][N:11]([S:13](=[O:14])(=[O:15])[c:16]2[cH:17][c:18]3[c:19]([n:20]([CH2:27][CH:28]4[CH2:29][CH2:30][C:31]([F:34])([F:35])[CH2:32][CH2:33]4)[c:21]([C:23]([CH3:24])([CH3:25])[CH3:26])[n:22]3)[cH:36][cH:37]2)[CH2:12]1.